This data is from the Open Reaction Database (ORD), a public repository of structured organic reaction records. The task is: describe an organic reaction: reactants, conditions, products, and yield Reactants: C(C)OC(C(C(C)=O)N(C(C1=CC=C(C=C1)OC(F)(F)F)=O)C1CC1)=O (2-[cyclopropyl-(4-trifluoromethoxy-benzoyl)-amino]-3-oxo-butyric acid ethyl ester), FC(C(=O)[O-])(F)F.[NH4+] (ammonium trifluoroacetate). Run in CO (MeOH). Reaction conditions: temperature 110 celsius. Yields the product C(C)OC(=O)C=1N(C(=NC1C)C1=CC=C(C=C1)OC(F)(F)F)C1CC1 (3-Cyclopropyl-5-methyl-2-(4-trifluoromethoxy-phenyl)-3H-imidazole-4-carboxylic acid ethyl ester). The yield is 70.6%. RXN SMILES: [CH2:1]([O:3][C:4](=[O:26])[CH:5]([N:9]([CH:23]1[CH2:25][CH2:24]1)[C:10](=O)[C:11]1[CH:16]=[CH:15][C:14]([O:17][C:18]([F:21])([F:20])[F:19])=[CH:13][CH:12]=1)[C:6](=O)[CH3:7])[CH3:2].FC(F)(F)C([O-])=O.[NH4+:34]>CO>[CH2:1]([O:3][C:4]([C:5]1[N:9]([CH:23]2[CH2:25][CH2:24]2)[C:10]([C:11]2[CH:16]=[CH:15][C:14]([O:17][C:18]([F:21])([F:20])[F:19])=[CH:13][CH:12]=2)=[N:34][C:6]=1[CH3:7])=[O:26])[CH3:2] |f:1.2|. Reported procedure: To 0.15 g (0.4 mmol) of 2-[cyclopropyl-(4-trifluoromethoxy-benzoyl)-amino]-3-oxo-butyric acid ethyl ester in 5 ml of MeOH was added 0.2 g (1.5 mmol) of ammonium trifluoroacetate. The MeOH was evaporated and the residue heated to 110° C. for 4 h. The cooled residue was partitioned between saturated sodium hydrogen carbonate solution and CH2Cl2. The organic phase was dried with sodium sulfate and concentrated. Purification by flash column chromatography [n-heptane/EtOAc 3:7 to 1:1] afforded 0.1 g ... Starting materials: O1CCN(CC1)S(F)(F)F (morpholinosulphur trifluoride), C1(=CC=CC=C1)C1(CC[C@@H]([C@H]2CN(C[C@@H]12)C(=O)OC(C)(C)C)O)C1=CC=CC=C1 ((3aR, 4S, 7aR)-7,7-diphenyl-2-tert-butyloxycarbonyl-4-perhydroisoindolol). Solvent: ClCCl (dichloromethane), ClCCl (dichloromethane), ClCCl (dichloromethane). Reaction conditions: time 4 hour. Product: C1(=CC=CC=C1)C1([C@@H]2CN(C[C@@H]2[C@@H](CC1)F)C(=O)OC(C)(C)C)C1=CC=CC=C1 ((3aR, 7R,7aR)-4,4-Diphenyl-7-fluoro-2-tert-butyloxycarbonylperhydroisoindole). RXN SMILES: O1CCN(S(F)(F)[F:8])CC1.[C:11]1([C:17]2([C:34]3[CH:39]=[CH:38][CH:37]=[CH:36][CH:35]=3)[C@H:25]3[C@H:21]([CH2:22][N:23]([C:26]([O:28][C:29]([CH3:32])([CH3:31])[CH3:30])=[O:27])[CH2:24]3)[C@@H:20](O)[CH2:19][CH2:18]2)[CH:16]=[CH:15][CH:14]=[CH:13][CH:12]=1>ClCCl>[C:11]1([C:17]2([C:34]3[CH:39]=[CH:38][CH:37]=[CH:36][CH:35]=3)[CH2:18][CH2:19][C@@H:20]([F:8])[C@@H:21]3[C@H:25]2[CH2:24][N:23]([C:26]([O:28][C:29]([CH3:32])([CH3:31])[CH3:30])=[O:27])[CH2:22]3)[CH:16]=[CH:15][CH:14]=[CH:13][CH:12]=1. Reported procedure: A solution of 3.5 cm3 of morpholinosulphur trifluoride in 50 cm3 of dichloromethane is added to a solution, cooled to +5° C., of 9.4 g of (3aR, 4S, 7aR)-7,7-diphenyl-2-tert-butyloxycarbonyl-4-perhydroisoindolol in 250 cm3 of dry dichloromethane. The reaction mixture is stirred for 4 hours at +5° C. and then diluted with 300 cm3 of dichloromethane, washed with 250 cm3 of an aqueous solution of sodium hydrogen carbonate, dried over magnesium sulphate, filtered and concentrated to dryness under red... Starting materials: [Si](C)(C)(C(C)(C)C)OCC1(CC=2N(CCS1)C(=NN2)C2(CC2)C2=CC=C(C=C2)Cl)C (8-({[Tert-butyl(dimethyl)silyl]oxy}methyl)-3-[1-(4-chlorophenyl)cyclopropyl]-8-methyl-5,6,8,9-tetrahydro[1,2,4]triazolo[4,3-d][1,4]thiazepine), C1(=CC=CC=C1)B(O)O (phenylboronic acid), C1(CCCCC1)P(C1CCCCC1)C1CCCCC1 (tricyclohexylphosphine), P(=O)([O-])([O-])[O-].[K+].[K+].[K+] (tripotassium phosphate), C(O)([O-])=O.[Na+] (sodium hydrogencarbonate). The reagents and catalysts are C=1C=CC(=CC1)/C=C/C(=O)/C=C/C2=CC=CC=C2.C=1C=CC(=CC1)/C=C/C(=O)/C=C/C2=CC=CC=C2.C=1C=CC(=CC1)/C=C/C(=O)/C=C/C2=CC=CC=C2.[Pd].[Pd] (tris(dibenzylideneacetone)dipalladium(0)). Run in O1CCOCC1 (dioxane), O (water). Yields the product C1(=CC=C(C=C1)C1(CC1)C1=NN=C2N1CCSC(C2)(C)CO[Si](C)(C)C(C)(C)C)C2=CC=CC=C2 (3-(1-Biphenyl-4-ylcyclopropyl)-8-({[tert-butyl(dimethyl)silyl]oxy}methyl)-8-methyl-5,6,8,9-tetrahydro[1,2,4]triazolo[4,3-d][1,4]thiazepine). The yield is 77.9%. RXN SMILES: [Si:1]([O:8][CH2:9][C:10]1([CH3:30])[S:16][CH2:15][CH2:14][N:13]2[C:17]([C:20]3([C:23]4[CH:28]=[CH:27][C:26](Cl)=[CH:25][CH:24]=4)[CH2:22][CH2:21]3)=[N:18][N:19]=[C:12]2[CH2:11]1)([C:4]([CH3:7])([CH3:6])[CH3:5])([CH3:3])[CH3:2].[C:31]1(B(O)O)[CH:36]=[CH:35][CH:34]=[CH:33][CH:32]=1.C1(P(C2CCCCC2)C2CCCCC2)CCCCC1.P([O-])([O-])([O-])=O.[K+].[K+].[K+].C(=O)([O-])O.[Na+]>O1CCOCC1.O.C1C=CC(/C=C/C(/C=C/C2C=CC=CC=2)=O)=CC=1.C1C=CC(/C=C/C(/C=C/C2C=CC=CC=2)=O)=CC=1.C1C=CC(/C=C/C(/C=C/C2C=CC=CC=2)=O)=CC=1.[Pd].[Pd]>[C:26]1([C:31]2[CH:36]=[CH:35][CH:34]=[CH:33][CH:32]=2)[CH:27]=[CH:28][C:23]([C:20]2([C:17]3[N:13]4[CH2:14][CH2:15][S:16][C:10]([CH2:9][O:8][Si:1]([C:4]([CH3:7])([CH3:6])[CH3:5])([CH3:3])[CH3:2])([CH3:30])[CH2:11][C:12]4=[N:19][N:18]=3)[CH2:22][CH2:21]2)=[CH:24][CH:25]=1 |f:3.4.5.6,7.8,11.12.13.14.15|. Procedure: A solution of the compound (232 mg, 0.5 mmol) obtained in Example 1-2), phenylboronic acid (61 mg, 0.5 mmol), tris(dibenzylideneacetone)dipalladium(0) (23 mg, 0.05 mmol), tricyclohexylphosphine (17 mg, 0.12 mmol), and tripotassium phosphate (186 mg, 0.85 mmol) in dioxane (2 mL) and water (1 mL) was stirred at 140° C. for 2 h under microwave irradiation. The reaction mixture was cooled to room temperature, saturated aqueous sodium hydrogencarbonate was added to the reaction mixture, the mixture w...